Task: describe an organic reaction: reactants, conditions, products, and yield. Dataset: the Open Reaction Database (ORD), a public repository of structured organic reaction records Starting materials: COC(=O)c1cnc(Br)c(-c2ccc(OC(F)(F)F)cc2)n1, [Li+], C1CCOC1, [OH-], O. Yields the product O=C(O)c1cnc(Br)c(-c2ccc(OC(F)(F)F)cc2)n1. As a reaction SMILES: [CH3:1][O:2][C:3](=[O:4])[c:5]1[n:6][c:7](-[c:12]2[cH:13][cH:14][c:15]([O:18][C:19]([F:20])([F:21])[F:22])[cH:16][cH:17]2)[c:8]([Br:11])[n:9][cH:10]1.[Li+:23].[O:26]1[CH2:27][CH2:28][CH2:29][CH2:30]1.[OH-:24].[OH2:25]>>[O:2]=[C:3]([OH:4])[c:5]1[n:6][c:7](-[c:12]2[cH:13][cH:14][c:15]([O:18][C:19]([F:20])([F:21])[F:22])[cH:16][cH:17]2)[c:8]([Br:11])[n:9][cH:10]1.